This data is from the Open Reaction Database (ORD), a public repository of structured organic reaction records. The task is: describe an organic reaction: reactants, conditions, products, and yield Reactants: CC1=C(C(=O)O)C=CN=C1 (3-methylisonicotinic acid), S(=O)(Cl)Cl (thionyl chloride). Solvent: C1(=CC=CC=C1)C (toluene). Yields the product Cl.CC1=C(C(=O)Cl)C=CN=C1 (3-methylisonicotinoyl chloride hydrochloride). RXN SMILES: [CH3:1][C:2]1[CH:10]=[N:9][CH:8]=[CH:7][C:3]=1[C:4](O)=[O:5].S(Cl)([Cl:13])=O>C1(C)C=CC=CC=1>[ClH:13].[CH3:1][C:2]1[CH:10]=[N:9][CH:8]=[CH:7][C:3]=1[C:4]([Cl:13])=[O:5] |f:3.4|. Procedure: To a suspension of 3-methylisonicotinic acid (0.676 g) in toluene was added thionyl chloride (0.5 mL), and the reaction mixture was heated under reflux 70 min. The resulting solution was decanted from a gummy residue on the bottom of the reaction flask, evaporated and further dried under high vacuum to afford 3-methylisonicotinoyl chloride hydrochloride which was used for the acylation without further purification. Starting materials: IC (iodomethane), oil, [H-].[Na+] (sodium hydride), COC(C(NS(=O)(=O)C1=CC=C(C=C1)OCC#CC)C1=C(C=CC=C1)O[Si](C)(C)C(C)(C)C)=O ([(tert-butyl-dimethylsilanyloxy)-phenyl]-(4-but-2-ynyloxy-benzenesulfonylamino)-acetic acid methyl ester). Run in CN(C)C=O (DMF), O (water). Conditions: time 30 minute. Product: COC(CN(C)S(=O)(=O)C1=CC=C(C=C1)OCC#CC)=O ([(4-but-2-ynyloxy-benzenesulfonyl)-methyl-amino]-acetic acid methyl ester). RXN SMILES: [CH3:1][O:2][C:3](=[O:34])[CH:4](C1C=CC=CC=1O[Si](C(C)(C)C)(C)C)[NH:5][S:6]([C:9]1[CH:14]=[CH:13][C:12]([O:15][CH2:16][C:17]#[C:18][CH3:19])=[CH:11][CH:10]=1)(=[O:8])=[O:7].[H-].[Na+].I[CH3:38]>CN(C=O)C.O>[CH3:1][O:2][C:3](=[O:34])[CH2:4][N:5]([S:6]([C:9]1[CH:14]=[CH:13][C:12]([O:15][CH2:16][C:17]#[C:18][CH3:19])=[CH:11][CH:10]=1)(=[O:8])=[O:7])[CH3:38] |f:1.2|. Reported procedure: To a solution of 7.06 g (0.014 mmol) of [(tert-butyl-dimethylsilanyloxy)-phenyl]-(4-but-2-ynyloxy-benzenesulfonylamino)-acetic acid methyl ester dissolved in 50 mL of DMF was added 0.618 g (0.015 mmol) of a 60% oil dispersion of sodium hydride. The reaction was stirred for 30 min at room temperature and then 2.62 mL of iodomethane was added. After 5 h the reaction was diluted with water and extracted with ether. The combined organics were washed with water, dried over magnesium sulfate, filtered... The reactants are ClCC(C)(O)C (1-chloro-2-methyl-propan-2-ol), OC1=C(C=C(C(=O)O)C=C1)C (4-hydroxy-3-methyl-benzoic acid), C([O-])([O-])=O.[K+].[K+] (potassium carbonate), O (water), C(C)O (ethanol). Conditions: temperature 80 celsius. Yields the product OC(COC1=C(C=C(C(=O)OCC)C=C1)C)(C)C (ethyl 4-(2-hydroxy-2-methyl-propoxy)-3-methyl-benzoate). As a reaction SMILES: Cl[CH2:2][C:3]([CH3:6])([OH:5])[CH3:4].[OH:7][C:8]1[CH:16]=[CH:15][C:11]([C:12]([OH:14])=[O:13])=[CH:10][C:9]=1[CH3:17].C(=O)([O-])[O-].[K+].[K+].O.[CH2:25](O)[CH3:26]>>[OH:5][C:3]([CH3:6])([CH3:4])[CH2:2][O:7][C:8]1[CH:16]=[CH:15][C:11]([C:12]([O:14][CH2:25][CH3:26])=[O:13])=[CH:10][C:9]=1[CH3:17] |f:2.3.4|. Procedure details: A mixture of 1-chloro-2-methyl-propan-2-ol (10 mL), 4-hydroxy-3-methyl-benzoic acid (2.0 g, 13.15 mmol), potassium carbonate (7.3 g, 52.71 mmol), water (6 mL) and ethanol (60 mL) was heated at 80° C. for 16 hours. The reaction mixture was cooled to room temperature and partitioned between 1N NaOH and EtOAc and the layers were separated. The organic layer was washed with 1N NaOH (2×10 mL) and the combined aqueous layers were washed with EtOAc. The combined organic layers were dried and concentrat... The reactants are [I-].[I-].C[N+]1=CC(=CC=C1)C(=O)OC1=CC=2CC[C@H]3[C@@H]4CC[C@@H]([C@@]4(C)CC[C@@H]3C2C=C1)OC(=O)C=1C=[N+](C=CC1)C (1,1'-Dimethyl-3,3'-{[(estra-1,3,5(10)-triene-3,17β-diyl) dioxy]dicarbonyl}dipyridinium diiodide), C1(=CC=CC=C1)CN1CC=C(C=C1)C(=O)N (1-(phenylmethyl)-4-(aminocarbonyl)-1,2-dihydropyridine). Solvent: C(C)#N (acetonitrile), C(Cl)Cl (methylene chloride). Run at temperature 0 celsius, time 1 hour. Product: CN1C=C(CC=C1)C(=O)OC1=CC=2CC[C@H]3[C@@H]4CC[C@@H]([C@@]4(C)CC[C@@H]3C2C=C1)OC(=O)C1=CN(C=CC1)C (3,17β-Bis{[(1-methyl-1,4-dihydropyridin-3-yl)carbonyl]oxy}estra-1,3,5(10)-triene). RXN SMILES: [I-].[I-].[CH3:3][N+:4]1[CH:9]=[CH:8][CH:7]=[C:6]([C:10]([O:12][C:13]2[CH:30]=[CH:29][C:28]3[C@@H:27]4[C@H:18]([C@H:19]5[C@@:23]([CH2:25][CH2:26]4)([CH3:24])[C@@H:22]([O:31][C:32]([C:34]4[CH:35]=[N+:36]([CH3:40])[CH:37]=[CH:38][CH:39]=4)=[O:33])[CH2:21][CH2:20]5)[CH2:17][CH2:16][C:15]=3[CH:14]=2)=[O:11])[CH:5]=1.C1(CN2C=CC(C(N)=O)=CC2)C=CC=CC=1>C(#N)C.C(Cl)Cl>[CH3:3][N:4]1[CH:9]=[CH:8][CH2:7][C:6]([C:10]([O:12][C:13]2[CH:30]=[CH:29][C:28]3[C@@H:27]4[C@H:18]([C@H:19]5[C@@:23]([CH2:25][CH2:26]4)([CH3:24])[C@@H:22]([O:31][C:32]([C:34]4[CH2:39][CH:38]=[CH:37][N:36]([CH3:40])[CH:35]=4)=[O:33])[CH2:21][CH2:20]5)[CH2:17][CH2:16][C:15]=3[CH:14]=2)=[O:11])=[CH:5]1 |f:0.1.2|. Procedure details: One gram (1.31 mmol) of the product of Example 71 was dissolved in 100 mL of dry acetonitrile. To that solution, which was flushed with nitrogen, 0.28 g (1.31 mmol) of 1-(phenylmethyl)-4-(aminocarbonyl)-1,2-dihydropyridine was added, and the reaction mixture was stirred at 0° C. for 1 hour. Removal of the solvent under reduced pressure afforded a solid, which was suspended in methylene chloride and removed by filtration. The filtrate was chromatographed several times on a neutral alumina column ... The reactants are 3α,5α-dihydroxy-2β-[(3R)-3-hydroxy-4-phenoxytrans-1-butenyl]-1α-cyclopentaneacetaldehyde γ-lactol bis(tetrahydropyranyl ether), C1=CC=CC=C1 (benzene), [Br-].C(=O)(O)CCCC[P+](C1=CC=CC=C1)(C1=CC=CC=C1)C1=CC=CC=C1 (4-carboxybutyltriphenylphosphonium bromide), S([O-])(O)(=O)=O.[K+] (Potassium bisulfate), [H-].[Na+] (Sodium hydride), CS(=O)C (dimethylsulfoxide), CS(=O)C (dimethylsulfoxide). Run at temperature 20 celsius, time 30 minute. Yields the product 16-phenoxy 17,18,19,20-tetranor-PGF2α, O1C(CCCC1)OC1OCCCC1 (tetrahydropyranyl ether). As a reaction SMILES: [H-].[Na+].CS(C)=O.[Br-].[C:8]([CH2:11][CH2:12][CH2:13][CH2:14][P+](C1C=CC=CC=1)(C1C=CC=CC=1)C1C=CC=CC=1)([OH:10])=[O:9].S(=O)(=O)(O)[O-:35].[K+].[CH:40]1C=[CH:44][CH:43]=[CH:42][CH:41]=1>>[O:35]1[CH2:44][CH2:43][CH2:42][CH2:41][CH:40]1[O:10][CH:8]1[CH2:11][CH2:12][CH2:13][CH2:14][O:9]1 |f:0.1,3.4,5.6|. Procedure: Sodium hydride (0.57 g., 57 percent in mineral oil) in 25 ml. of dimethylsulfoxide, is added to 3 g. of 4-carboxybutyltriphenylphosphonium bromide. The reaction mixture is maintained at 20° C. with stirring for 30 min. A solution of 3α,5α-dihydroxy-2β-[(3R)-3-hydroxy-4-phenoxytrans-1-butenyl]-1α-cyclopentaneacetaldehyde γ-lactol bis(tetrahydropyranyl ether), 1.57 g., in 10 ml. of dimethylsulfoxide is added. The reaction mixture is stirred at ambient temperature for 2 hr. and diluted with 50 ml. ... Run in C1(=CC=CC=C1)C (Toluene). The reactants are C(C)(C)(C)OC(NCC1=C(C=CC(=C1)NC(C1=NN(C(N1)=O)C1=NC=CC=N1)C=1C=C(C2=C(COCO2)C1)OC)C#N)=O ((2-cyano-5-{[(8-methoxy-4H-benzo[1,3]-dioxin-6-yl)-(5-oxo-1-pyrimidin-2-yl-4,5-dihydro-1H-[1,2,4]triazol-3-yl)methyl]amino}benzyl)carbamic acid t-butyl ester), ClCCl (dichloromethane), C(=O)(C(F)(F)F)O (TFA). Yield: 49.1%. Reaction conditions: time 2 hour. As a reaction SMILES: C(OC(=O)[NH:7][CH2:8][C:9]1[CH:14]=[C:13]([NH:15][CH:16]([C:29]2[CH:30]=[C:31]([O:39][CH3:40])[C:32]3[O:37][CH2:36][O:35][CH2:34][C:33]=3[CH:38]=2)[C:17]2[NH:21][C:20](=[O:22])[N:19]([C:23]3[N:28]=[CH:27][CH:26]=[CH:25][N:24]=3)[N:18]=2)[CH:12]=[CH:11][C:10]=1[C:41]#[N:42])(C)(C)C.ClCCl.C(O)(C(F)(F)F)=O>C1(C)C=CC=CC=1>[NH:42]=[C:41]1[C:10]2[C:9](=[CH:14][C:13]([NH:15][CH:16]([C:29]3[CH:30]=[C:31]([O:39][CH3:40])[C:32]4[O:37][CH2:36][O:35][CH2:34][C:33]=4[CH:38]=3)[C:17]3[NH:21][C:20](=[O:22])[N:19]([C:23]4[N:24]=[CH:25][CH:26]=[CH:27][N:28]=4)[N:18]=3)=[CH:12][CH:11]=2)[CH2:8][NH:7]1. Reported procedure: To a mixture of (2-cyano-5-{[(8-methoxy-4H-benzo[1,3]-dioxin-6-yl)-(5-oxo-1-pyrimidin-2-yl-4,5-dihydro-1H-[1,2,4]triazol-3-yl)methyl]amino}benzyl)carbamic acid t-butyl ester (83 mg) and dichloromethane (3.0 mL) there was added TFA (0.3 mL), and the mixture was stirred at room temperature for 2 hours. Toluene (10 mL) was added to the mixture, and the solvent in the mixture was distilled off. The residue was purified by reverse-phase high performance liquid chromatography (acetonitrile/water mixed... Yields the product N=C1NCC2=CC(=CC=C12)NC(C=1NC(N(N1)C1=NC=CC=N1)=O)C=1C=C(C2=C(COCO2)C1)OC (5-[(1-Imino-2,3-dihydro-1H-isoindol-5-ylamino)-(8-methoxy-4H-benzo[1,3]-dioxin-6-yl)methyl]-2-pyrimidin-2-yl-2,4-dihydro-[1,2,4]triazol-3-one). The yield is 126.0%. As a reaction SMILES: C([O:4][C@H:5]1[O:17][C@@H:16]([CH3:18])[C@H:11]([O:12]C(=O)C)[C@@:7]([O:9][CH3:10])([CH3:8])[CH2:6]1)(=O)C>Cl>[OH:4][C@H:5]1[O:17][C@@H:16]([CH3:18])[C@H:11]([OH:12])[C@@:7]([O:9][CH3:10])([CH3:8])[CH2:6]1. Run in Cl (hydrochloric acid). Reactants: C(C)(=O)O[C@@H]1C[C@@](C)(OC)[C@@H](OC(C)=O)[C@@H](O1)C (1,4-Di-O-actyl-β-L-cladinose). Product: O[C@@H]1C[C@@](C)(OC)[C@@H](O)[C@@H](O1)C (β-L-cladinose). Conditions: time 1 hour. Reported procedure: 1,4-Di-O-actyl-β-L-cladinose (2.18 g) was dissolved in 0.1N aqueous hydrochloric acid (245 mL) and the mixture was allowed to remain at 25° C. for 1 h. The mixture was extracted with diethyl ether and the ether layer was retained. The aqueous acid layer was neutralized and extracted with dichloromethane. The latter was combined with the ether extract and dried (MgSO4), filtered and evaporated to dryness to give 4-O-acetyl-α- and β-L-cladinose (1.86 g, 100%) as a colorless gum that was used witho...